Dataset: the Open Reaction Database (ORD), a public repository of structured organic reaction records. Task: describe an organic reaction: reactants, conditions, products, and yield Reactants: CCOCC, O=C(O)C(=O)N1CCC(Cc2ccc(F)cc2)CC1, Nc1cccc(O)c1. Yields the product O=C(Nc1cccc(O)c1)C(=O)N1CCC(Cc2ccc(F)cc2)CC1. RXN SMILES: [CH2:28]([O:29][CH2:30][CH3:31])[CH3:32].[F:1][c:2]1[cH:3][cH:4][c:5]([CH2:6][CH:7]2[CH2:8][CH2:9][N:10]([C:13]([C:14](=[O:15])[OH:16])=[O:17])[CH2:11][CH2:12]2)[cH:18][cH:19]1.[NH2:20][c:21]1[cH:22][c:23]([OH:27])[cH:24][cH:25][cH:26]1>>[F:1][c:2]1[cH:3][cH:4][c:5]([CH2:6][CH:7]2[CH2:8][CH2:9][N:10]([C:13]([C:14](=[O:16])[NH:20][c:21]3[cH:22][c:23]([OH:27])[cH:24][cH:25][cH:26]3)=[O:17])[CH2:11][CH2:12]2)[cH:18][cH:19]1.